Task: describe an organic reaction: reactants, conditions, products, and yield. Dataset: the Open Reaction Database (ORD), a public repository of structured organic reaction records The reactants are C=C(C)c1cc(S(=O)(=O)c2ccc(N)cc2)cc(N2CCCC2)n1, CCOCC, CC(=O)O, C=[N+]=[N-], CC(=O)[O-], CC(=O)[O-], [Pd+2]. The product is CC1(c2cc(S(=O)(=O)c3ccc(N)cc3)cc(N3CCCC3)n2)CC1. As a reaction SMILES: [C:1](=[CH2:2])([CH3:3])[c:4]1[n:5][c:6]([N:20]2[CH2:21][CH2:22][CH2:23][CH2:24]2)[cH:7][c:8]([S:10](=[O:11])(=[O:12])[c:13]2[cH:14][cH:15][c:16]([NH2:19])[cH:17][cH:18]2)[cH:9]1.[CH2:32]([O:33][CH2:34][CH3:35])[CH3:36].[CH3:28][C:29](=[O:30])[OH:31].[N+:25](=[N-:26])=[CH2:27].[O-:38][C:39]([CH3:40])=[O:41].[O-:42][C:43]([CH3:44])=[O:45].[Pd+2:37]>>[C:1]1([CH3:2])([c:4]2[n:5][c:6]([N:20]3[CH2:21][CH2:22][CH2:23][CH2:24]3)[cH:7][c:8]([S:10](=[O:11])(=[O:12])[c:13]3[cH:14][cH:15][c:16]([NH2:19])[cH:17][cH:18]3)[cH:9]2)[CH2:3][CH2:27]1. Reactants: C1(=CC=C(C=C1)S(=O)(=O)N1CCN(CCN(CC1)S(=O)(=O)C1=CC=C(C=C1)C)S(=O)(=O)C1=CC=C(C=C1)C)C (N,N′,N″-Tris(p-toluenesulfonyl)-1,4,7-triazacyclononane), BrC(C)Br (dibromoethane), Br.C(C)(=O)O (HBr acetic acid). Product: Br.Br.C1(=CC=C(C=C1)S(=O)(=O)N1CCNCCNCC1)C (N-p-Toluenesulfonyl-1,4,7-triazacyclononane dihydrobromide). RXN SMILES: [C:1]1([CH3:39])[CH:6]=[CH:5][C:4]([S:7]([N:10]2[CH2:18][CH2:17][N:16](S(C3C=CC(C)=CC=3)(=O)=O)[CH2:15][CH2:14][N:13](S(C3C=CC(C)=CC=3)(=O)=O)[CH2:12][CH2:11]2)(=[O:9])=[O:8])=[CH:3][CH:2]=1.[Br:40]C(Br)C.[BrH:44].C(O)(=O)C>>[BrH:40].[BrH:44].[C:1]1([CH3:39])[CH:2]=[CH:3][C:4]([S:7]([N:10]2[CH2:11][CH2:12][NH:13][CH2:14][CH2:15][NH:16][CH2:17][CH2:18]2)(=[O:8])=[O:9])=[CH:5][CH:6]=1 |f:2.3,4.5.6|. Procedure details: From N,N′,N″-Tris(p-toluenesulfonyl)-1,4,7-triazacyclononane (1.3.13.31) prepared from 1.3.13.18, dibromoethane and base) and HBr/acetic acid. The reactants are CN(C)c1ccncc1, O=C(O)C=Cc1ccc(Cl)cc1, O=S(Cl)Cl, c1ccccc1. Product: O=C(Cl)C=Cc1ccc(Cl)cc1. RXN SMILES: [CH3:23][N:24]([c:25]1[cH:26][cH:27][n:28][cH:29][cH:30]1)[CH3:31].[Cl:1][c:2]1[cH:3][cH:4][c:5]([CH:6]=[CH:7][C:8](=[O:9])[OH:10])[cH:11][cH:12]1.[S:13]([Cl:14])([Cl:15])=[O:16].[cH:17]1[cH:18][cH:19][cH:20][cH:21][cH:22]1>>[Cl:1][c:2]1[cH:3][cH:4][c:5]([CH:6]=[CH:7][C:8](=[O:9])[Cl:15])[cH:11][cH:12]1.